This data is from the Open Reaction Database (ORD), a public repository of structured organic reaction records. The task is: describe an organic reaction: reactants, conditions, products, and yield Starting materials: Brc1cccnc1, CC(C)(C)OC(=O)N1CCC2(CCNCC2)CC1, Cc1ccccc1, Cl, CC(=O)[O-], CC(=O)[O-], [Pd+2], c1ccc(P(c2ccccc2)c2ccc3ccccc3c2-c2c(P(c3ccccc3)c3ccccc3)ccc3ccccc23)cc1. Yields the product CC(C)(C)OC(=O)N1CCC2(CC1)CCN(c1cccnc1)CC2. As a reaction SMILES: [Br:65][c:66]1[cH:67][n:68][cH:69][cH:70][cH:71]1.[C:47]([CH3:48])([CH3:49])([CH3:50])[O:51][C:52](=[O:53])[N:54]1[CH2:55][CH2:56][C:57]2([CH2:58][CH2:59]1)[CH2:60][CH2:61][NH:62][CH2:63][CH2:64]2.[CH3:73][c:74]1[cH:75][cH:76][cH:77][cH:78][cH:79]1.[ClH:72].[O-:81][C:82]([CH3:83])=[O:84].[O-:85][C:86]([CH3:87])=[O:88].[Pd+2:80].[cH:1]1[cH:2][cH:3][c:4]([P:5]([c:6]2[cH:7][cH:8][c:9]3[c:10]([cH:11][cH:12][cH:13][cH:14]3)[c:15]2-[c:16]2[c:17]3[c:18]([cH:19][cH:20][cH:21][cH:22]3)[cH:23][cH:24][c:25]2[P:26]([c:27]2[cH:28][cH:29][cH:30][cH:31][cH:32]2)[c:33]2[cH:34][cH:35][cH:36][cH:37][cH:38]2)[c:39]2[cH:40][cH:41][cH:42][cH:43][cH:44]2)[cH:45][cH:46]1>>[C:47]([CH3:48])([CH3:49])([CH3:50])[O:51][C:52](=[O:53])[N:54]1[CH2:55][CH2:56][C:57]2([CH2:58][CH2:59]1)[CH2:60][CH2:61][N:62]([c:66]1[cH:67][n:68][cH:69][cH:70][cH:71]1)[CH2:63][CH2:64]2.